Dataset: the Open Reaction Database (ORD), a public repository of structured organic reaction records. Task: describe an organic reaction: reactants, conditions, products, and yield Reactants: [OH-].[Na+] (sodium hydroxide), ClC=1C(=CC(=C(C(=O)OC)C1)OC)OC (methyl 5-chloro-2,4-dimethoxybenzoate), Cl (hydrochloric acid). Run in O1CCCC1 (tetrahydrofuran). Run at time 4 hour. Product: ClC=1C(=CC(=C(C(=O)O)C1)OC)OC (5-chloro-2,4-dimethoxybenzoic acid). RXN SMILES: [Cl:1][C:2]1[C:3]([O:14][CH3:15])=[CH:4][C:5]([O:12][CH3:13])=[C:6]([CH:11]=1)[C:7]([O:9]C)=[O:8].[OH-].[Na+].Cl>O1CCCC1>[Cl:1][C:2]1[C:3]([O:14][CH3:15])=[CH:4][C:5]([O:12][CH3:13])=[C:6]([CH:11]=1)[C:7]([OH:9])=[O:8] |f:1.2|. Procedure: A 0.56 g portion of methyl 5-chloro-2,4-dimethoxybenzoate was dissolved in 5 ml of tetrahydrofuran, and 10 ml of 2N sodium hydroxide aqueous solution was added, followed by 4 hours of heating under reflux. After completion of the reaction, the reaction solution was poured into 1N hydrochloric acid aqueous solution, and the thus precipitated product of interest was collected by filtration, washed with water and then dried under a reduced pressure to give 0.45 g of 5-chloro-2,4-dimethoxybenzoic ac... Starting materials: BrC1=C(C=C(C=C1)C(F)(F)F)CCC(=O)O (3-[2-bromo-5-(trifluoromethyl)phenyl]propanoic acid), solution, C(CCC)[Li] (n-butyllithium). Solvent: C1CCOC1 (THF), CCCCCC (hexane), CCCCCC (hexane). Yields the product FC(C=1C=C2CCC(C2=CC1)=O)(F)F (5-(Trifluoromethyl)indan-1-one). Yield: 37.2%. As a reaction SMILES: Br[C:2]1[CH:7]=[CH:6][C:5]([C:8]([F:11])([F:10])[F:9])=[CH:4][C:3]=1[CH2:12][CH2:13][C:14]([OH:16])=O.C([Li])CCC>C1COCC1.CCCCCC>[F:11][C:8]([F:9])([F:10])[C:5]1[CH:4]=[C:3]2[C:2](=[CH:7][CH:6]=1)[C:14](=[O:16])[CH2:13][CH2:12]2. Procedure details: To a solution of 3-[2-bromo-5-(trifluoromethyl)phenyl]propanoic acid (2.8 g, 9.4 mmol) in THF (100 mL) and hexane (20 mL) at −78° C. was dropwise added a 2.5 M solution of n-butyllithium in hexane (8.3 mL). After the addition had been completed, the reaction was quenched with saturated NH4Cl. The resulting solution was extracted with ethyl acetate twice. The extracts were washed with saturated NaHCO3, brine, dried over MgSO4 and concentrated. The crude material was purified by flash chromatograp... Reactants: C1(=CC=CC=C1)S(=O)(=O)N1CC(CCC1)C(=O)OCC (ethyl 1-(phenylsulfonyl)piperidine-3-carboxylate), CI (methyl iodide), C[Si]([N-][Si](C)(C)C)(C)C.[Li+] (lithium hexamethyldisilazide), CCCCCC (hexane). Solvent: O1CCCC1 (tetrahydrofuran). Product: CC1(CN(CCC1)S(=O)(=O)C1=CC=CC=C1)C(=O)OCC (ethyl 3-methyl-1-(phenylsulfonyl)piperidine-3-carboxylate). The yield is 40.0%. RXN SMILES: [C:1]1([S:7]([N:10]2[CH2:15][CH2:14][CH2:13][CH:12]([C:16]([O:18][CH2:19][CH3:20])=[O:17])[CH2:11]2)(=[O:9])=[O:8])[CH:6]=[CH:5][CH:4]=[CH:3][CH:2]=1.[CH3:21][Si](C)(C)[N-][Si](C)(C)C.[Li+].CCCCCC.CI>O1CCCC1>[CH3:21][C:12]1([C:16]([O:18][CH2:19][CH3:20])=[O:17])[CH2:13][CH2:14][CH2:15][N:10]([S:7]([C:1]2[CH:2]=[CH:3][CH:4]=[CH:5][CH:6]=2)(=[O:9])=[O:8])[CH2:11]1 |f:1.2|. Procedure: At r.t., to the solution of ethyl 1-(phenylsulfonyl)piperidine-3-carboxylate (0.50 g, 2.0 mmol) in tetrahydrofuran (5.0 mL), was slowly added 1.0 M of lithium hexamethyldisilazide in hexane (2.5 mL, 2.5 mmol) with stirring. After stirring for 30 min, to the mixture was added methyl iodide (157 ul, 2.5 mmol). The mixture was stirred at r.t. overnight and was quenched with 10% citric acid, then extracted with ethyl acetate. The extract was washed with water, sat'd sodium bicarbonate solution, wate... Reactants: CN(S(=O)(=O)C=1C=C2CC(NC2=CC1)=O)C (2-Oxo-2,3-dihydro-1H-indole-5-sulfonic acid dimethylamide), O=C1OCCC=2C1=CNC2C=O (4-oxo-2,4,6,7-tetrahydro-pyrano[3,4-c]pyrrole-1-carbaldehyde). The product is CN(S(=O)(=O)C=1C=C2C(C(NC2=CC1)=O)=CC1=C2C(=CN1)C(OCC2)=O)C (2-Oxo-3-(4-oxo-2,4,6,7-tetrahydro-pyrano[3,4-c]pyrrol-1-ylmethylene)-2,3-dihydro-1H-indole-5-sulfonic Acid Dimethylamide). As a reaction SMILES: [CH3:1][N:2]([CH3:16])[S:3]([C:6]1[CH:7]=[C:8]2[C:12](=[CH:13][CH:14]=1)[NH:11][C:10](=[O:15])[CH2:9]2)(=[O:5])=[O:4].[O:17]=[C:18]1[C:23]2=[CH:24][NH:25][C:26]([CH:27]=O)=[C:22]2[CH2:21][CH2:20][O:19]1>>[CH3:1][N:2]([CH3:16])[S:3]([C:6]1[CH:7]=[C:8]2[C:12](=[CH:13][CH:14]=1)[NH:11][C:10](=[O:15])[C:9]2=[CH:27][C:26]1[NH:25][CH:24]=[C:23]2[C:18](=[O:17])[O:19][CH2:20][CH2:21][C:22]=12)(=[O:5])=[O:4]. Reported procedure: 2-Oxo-2,3-dihydro-1H-indole-5-sulfonic acid dimethylamide was condensed with 4-oxo-2,4,6,7-tetrahydro-pyrano[3,4-c]pyrrole-1-carbaldehyde to give the title compound. Starting materials: O (water), C1(CCC1)CNC#N (N-(cyclobutylmethyl)cyanamide), C([O-])([O-])=O.[Cs+].[Cs+] (cesium carbonate), BrCC(C(C)(C)C)=O (1-bromo-3,3-dimethylbutan-2-one). Solvent: COCCOC (1,2-dimethoxyethane). Reaction conditions: temperature 80 celsius. Yields the product C(C)(C)(C)C1=CN(C(O1)=N)CC1CCC1 (5-tert-butyl-3-(cyclobutylmethyl)oxazol-2(3H)-imine). Yield: 80.0%. RXN SMILES: [CH:1]1([CH2:5][NH:6][C:7]#[N:8])[CH2:4][CH2:3][CH2:2]1.C(=O)([O-])[O-].[Cs+].[Cs+].Br[CH2:16][C:17](=[O:22])[C:18]([CH3:21])([CH3:20])[CH3:19].O>COCCOC>[C:18]([C:17]1[O:22][C:7](=[NH:8])[N:6]([CH2:5][CH:1]2[CH2:4][CH2:3][CH2:2]2)[CH:16]=1)([CH3:21])([CH3:20])[CH3:19] |f:1.2.3|. Procedure: A mixture of N-(cyclobutylmethyl)cyanamide (0.40 g, 3.6 mmol), cesium carbonate (2.4 g, 7.3 mmol) and 1-bromo-3,3-dimethylbutan-2-one (0.50 mL, 3.6 mmol, Aldrich) in 1,2-dimethoxyethane (20 mL) was heated to 80° C. overnight. The mixture was poured into water, and extracted with ethyl acetate (2×20 mL). The combined organic extracts were dried over Na2SO4, filtered, concentrated under reduced pressure to provide the title compound (0.6 g). LCMS (APCI+) m/z 209 (M+H)+.